From a dataset of the Open Reaction Database (ORD), a public repository of structured organic reaction records. describe an organic reaction: reactants, conditions, products, and yield Starting materials: COc1ccc(C(=O)Cc2ccccc2)cc1, CC(=O)[O-], CCO, Cl, NO, [Na+], O. Product: COc1ccc(C(Cc2ccccc2)=NO)cc1. RXN SMILES: [CH3:1][O:2][c:3]1[cH:4][cH:5][c:6]([C:9]([CH2:10][c:11]2[cH:12][cH:13][cH:14][cH:15][cH:16]2)=[O:17])[cH:7][cH:8]1.[CH3:22][C:23](=[O:24])[O-:25].[CH3:26][CH2:27][OH:28].[ClH:18].[NH2:19][OH:20].[Na+:21].[OH2:29]>>[CH3:1][O:2][c:3]1[cH:4][cH:5][c:6]([C:9]([CH2:10][c:11]2[cH:12][cH:13][cH:14][cH:15][cH:16]2)=[N:19][OH:20])[cH:7][cH:8]1. The reactants are CN(C)CC1=CC=C(O1)CO ((5-dimethylaminomethyl-2-furanyl)methanol), ClC1=C(C=CC=C1Cl)S(=O)(=O)NC1=NC=CN=C1Cl (2,3-dichloro-N-(3-chloro-2-pyrazinyl)benzenesulphonamide). Product: ClC1=C(C=CC=C1Cl)S(=O)(=O)NC1=NC=CN=C1OCC=1OC(=CC1)CN(C)C (2,3-Dichloro-N-[3-(5-dimethylaminomethyl-2-furanylmethoxy)-2-pyrazinyl]benzenesulphonamide). RXN SMILES: [CH3:1][N:2]([CH2:4][C:5]1[O:9][C:8]([CH2:10][OH:11])=[CH:7][CH:6]=1)[CH3:3].[Cl:12][C:13]1[C:18]([Cl:19])=[CH:17][CH:16]=[CH:15][C:14]=1[S:20]([NH:23][C:24]1[C:29](Cl)=[N:28][CH:27]=[CH:26][N:25]=1)(=[O:22])=[O:21]>>[Cl:12][C:13]1[C:18]([Cl:19])=[CH:17][CH:16]=[CH:15][C:14]=1[S:20]([NH:23][C:24]1[C:29]([O:11][CH2:10][C:8]2[O:9][C:5]([CH2:4][N:2]([CH3:1])[CH3:3])=[CH:6][CH:7]=2)=[N:28][CH:27]=[CH:26][N:25]=1)(=[O:21])=[O:22]. Reported procedure: Prepared by the method of Example 28 using (5-dimethylaminomethyl-2-furanyl)methanol (0.2 g) and 2,3-dichloro-N-(3-chloro-2-pyrazinyl)benzenesulphonamide (Example 28) (0.4 g). Purified by silica gel chromatography eluting with methanol/dichloromethane mixtures. Yield 0.2 g.